Dataset: the Open Reaction Database (ORD), a public repository of structured organic reaction records. Task: describe an organic reaction: reactants, conditions, products, and yield Procedure details: A mixture of 1-formyl-4-(2-bromo-4-methoxyphenyl)piperazine (VII, 3.92 g, 3.1 mmol) and hydrochloric acid (4N, 70 ml) is heated at 100° for 50 min. The mixture is then concentrated under reduced pressure to remove most of the aqueous hydrochloric acid. Saturated sodium bicarbonate is then cautiously added and the aqueous phase is extracted with dichloromethane. The combined organic phase is backwashed with saline, dried over magnesium sulfate, and concentrated to give 1-(2-bromo-4-methoxyphenyl)... Yields the product BrC1=C(C=CC(=C1)OC)N1CCNCC1 (1-(2-bromo-4-methoxyphenyl)piperazine). As a reaction SMILES: C([N:3]1[CH2:8][CH2:7][N:6]([C:9]2[CH:14]=[CH:13][C:12]([O:15][CH3:16])=[CH:11][C:10]=2[Br:17])[CH2:5][CH2:4]1)=O>Cl>[Br:17][C:10]1[CH:11]=[C:12]([O:15][CH3:16])[CH:13]=[CH:14][C:9]=1[N:6]1[CH2:7][CH2:8][NH:3][CH2:4][CH2:5]1. Reactants: C(=O)N1CCN(CC1)C1=C(C=C(C=C1)OC)Br (1-formyl-4-(2-bromo-4-methoxyphenyl)piperazine). The solvent is Cl (hydrochloric acid).